describe an organic reaction: reactants, conditions, products, and yield From a dataset of the Open Reaction Database (ORD), a public repository of structured organic reaction records. The reactants are COc1ccc(CN)cc1, N#Cc1ccnc(Cl)c1, [Na+], O=C([O-])O, c1ccncc1. The product is COc1ccc(CNc2cc(C#N)ccn2)cc1. As a reaction SMILES: [CH3:10][O:11][c:12]1[cH:13][cH:14][c:15]([CH2:16][NH2:17])[cH:18][cH:19]1.[Cl:1][c:2]1[cH:3][c:4]([C:5]#[N:6])[cH:7][cH:8][n:9]1.[Na+:24].[O-:20][C:21]([OH:22])=[O:23].[cH:25]1[cH:26][cH:27][n:28][cH:29][cH:30]1>>[c:2]1([NH:17][CH2:16][c:15]2[cH:14][cH:13][c:12]([O:11][CH3:10])[cH:19][cH:18]2)[cH:3][c:4]([C:5]#[N:6])[cH:7][cH:8][n:9]1. The reactants are CC1=CC=C(C=C1)S(=O)(=O)N[C@@H](C(=O)O)CC#C ((R)-2-(4-methylbenzenesulfonamido)pent-4-ynoic acid), N(=[N+]=[N-])[C@H]1C=2C=CC(=CC2CCC1)C(=O)OC ((R)-methyl 5-azido-5,6,7,8-tetrahydronaphthalene-2-carboxylate), O=C1C(O)=C([O-])[C@H](O1)[C@@H](O)CO.[Na+] (sodium ascorbate), CuSO4.5H2O. Solvent: O (H2O), CC(C)(C)O (t-BuOH), O (H2O). Reaction conditions: time 48 hour. Yields the product COC(=O)C=1C=C2CCC[C@H](C2=CC1)N1N=NC(=C1)C[C@H](C(=O)O)NS(=O)(=O)C1=CC=C(C=C1)C ((R)-3-(1-((R)-6-(methoxycarbonyl)-1,2,3,4-tetrahydro-naphthalen-1-yl)-1H-1,2,3-triazol-4-yl)-2-(4-methylbenzenesulfonamido)propanoic acid). Reaction SMILES: [CH3:1][C:2]1[CH:7]=[CH:6][C:5]([S:8]([NH:11][C@H:12]([CH2:16][C:17]#[CH:18])[C:13]([OH:15])=[O:14])(=[O:10])=[O:9])=[CH:4][CH:3]=1.[N:19]([C@@H:22]1[CH2:31][CH2:30][CH2:29][C:28]2[CH:27]=[C:26]([C:32]([O:34][CH3:35])=[O:33])[CH:25]=[CH:24][C:23]1=2)=[N+:20]=[N-:21].O=C1O[C@H]([C@H](CO)O)C([O-])=C1O.[Na+]>CC(O)(C)C.O>[CH3:35][O:34][C:32]([C:26]1[CH:27]=[C:28]2[C:23](=[CH:24][CH:25]=1)[C@H:22]([N:19]1[CH:18]=[C:17]([CH2:16][C@@H:12]([NH:11][S:8]([C:5]3[CH:6]=[CH:7][C:2]([CH3:1])=[CH:3][CH:4]=3)(=[O:9])=[O:10])[C:13]([OH:15])=[O:14])[N:21]=[N:20]1)[CH2:31][CH2:30][CH2:29]2)=[O:33] |f:2.3|. Procedure details: A solution of (R)-2-(4-methylbenzenesulfonamido)pent-4-ynoic acid (6.25 g, 23.4 mmol) and (R)-methyl 5-azido-5,6,7,8-tetrahydronaphthalene-2-carboxylate (5.4 g, 23.4 mmol) in 80 mL t-BuOH was treated with sodium ascorbate (0.47 g, 2.34 mmole in 24 mL H2O) and CuSO4.5H2O (0.58 g, 2.34 mmol in 24 mL H2O). An additional portion of H2O (50 mL) was then added to the reaction mixture. After stirring for 48 h at RT, the reaction mixture was diluted with H2O. A precipitate had formed that was filtered a... The reactants are O=C1OC(CN1C1=CC2=C(CCNCC2)C=C1)CNC(C)=O (N-[2-Oxo-3-(2,3,4,5-tetrahydro-1H-benzo[d]azepin-7-yl)-oxazolidin-5-ylmethyl]-acetamide), C1(CC1)N1C=C(C(C2=CC(=C(N=C12)F)F)=O)C(=O)O (1-Cyclopropyl-6,7-difluoro-4-oxo-1,4-dihydro-[1,8]naphthyridine-3-carboxylic acid). Yields the product C(C)(=O)NCC1CN(C(O1)=O)C1=CC2=C(CCN(CC2)C2=C(C=C3C(C(=CN(C3=N2)C2CC2)C(=O)O)=O)F)C=C1 (7-{7-[5-(Acetylamino-methyl)-2-oxo-oxazolidin-3-yl]-1,2,4,5-tetrahydro-benzo[d]azepin-3-yl}-1-cyclopropyl-6-fluoro-4-oxo-1,4-dihydro-[1,8]naphthyridine-3-carboxylic Acid). RXN SMILES: [O:1]=[C:2]1[N:6]([C:7]2[CH:17]=[CH:16][C:10]3[CH2:11][CH2:12][NH:13][CH2:14][CH2:15][C:9]=3[CH:8]=2)[CH2:5][CH:4]([CH2:18][NH:19][C:20](=[O:22])[CH3:21])[O:3]1.[CH:23]1([N:26]2[C:35]3[C:30](=[CH:31][C:32]([F:37])=[C:33](F)[N:34]=3)[C:29](=[O:38])[C:28]([C:39]([OH:41])=[O:40])=[CH:27]2)[CH2:25][CH2:24]1>>[C:20]([NH:19][CH2:18][CH:4]1[O:3][C:2](=[O:1])[N:6]([C:7]2[CH:17]=[CH:16][C:10]3[CH2:11][CH2:12][N:13]([C:33]4[N:34]=[C:35]5[C:30]([C:29](=[O:38])[C:28]([C:39]([OH:41])=[O:40])=[CH:27][N:26]5[CH:23]5[CH2:25][CH2:24]5)=[CH:31][C:32]=4[F:37])[CH2:14][CH2:15][C:9]=3[CH:8]=2)[CH2:5]1)(=[O:22])[CH3:21]. Reported procedure: The title compound was prepared in a procedure analogous to that used in Example 6, using N-[2-Oxo-3-(2,3,4,5-tetrahydro-1H-benzo[d]azepin-7-yl)-oxazolidin-5-ylmethyl]-acetamide (0.25 g) and 1-Cyclopropyl-6,7-difluoro-4-oxo-1,4-dihydro-[1,8]naphthyridine-3-carboxylic acid (0.23 g). The product was triturated with EtOH to purify. MS (APCI) AP+, 550. NMR (DMSO6)1.1 (m, 2H), 1.22 (m, 2H), 1.74 (s, 3H), 3.04 (m, 4H), 3.3 (m, 6H), 3.70 (m, 2H), 4.0 (m, 2H), 4.65 (m, 1H), 7.13 (d, 1H), 7.26 (dd, 1H), ... Starting materials: C(C1=CC=CC=C1)OC=1C=C(N)C=CC1 (3-benzyloxyaniline), TEA, C(C1=CC=CC=C1)(=O)Cl (benzoyl chloride). The solvent is O (water), C(Cl)Cl (CH2Cl2). Run at time 8 hour. Product: C1(=CC=CC=C1)C(=O)NC1=CC(=CC=C1)OCC1=CC=CC=C1 (phenyl-N-[3-(phenylmethoxy)phenyl]carboxamide). As a reaction SMILES: [CH2:1]([O:8][C:9]1[CH:10]=[C:11]([CH:13]=[CH:14][CH:15]=1)[NH2:12])[C:2]1[CH:7]=[CH:6][CH:5]=[CH:4][CH:3]=1.[C:16](Cl)(=[O:23])[C:17]1[CH:22]=[CH:21][CH:20]=[CH:19][CH:18]=1>C(Cl)Cl.O>[C:17]1([C:16]([NH:12][C:11]2[CH:13]=[CH:14][CH:15]=[C:9]([O:8][CH2:1][C:2]3[CH:3]=[CH:4][CH:5]=[CH:6][CH:7]=3)[CH:10]=2)=[O:23])[CH:22]=[CH:21][CH:20]=[CH:19][CH:18]=1. Reported procedure: To a solution of 3-benzyloxyaniline 23 (1.0 g, 5.0 mmol) and TEA (0.74 mL, 5.3 mmol) in CH2Cl2 was added benzoyl chloride (0.61 mL, 5.26 mmol) dropwise and the mixture was allowed to stir overnight. The reaction mixture was diluted with water and the resulting solid was collected by vacuum filtration. The solid was allowed to air dry, to yield compound 25 as a white solid. Synthesis of phenyl{[(3-phenylmethoxy)phenyl]amino}methane-1-thione (26): The reactants are N(=NC(=O)OC(C)C)C(=O)OC(C)C (Diisopropyl azodicarboxylate), C1(CC1)N1C2=C(NC(C3=C1N=CC(=C3)CCO)=O)C(=CC=N2)C (11-(cyclopropyl)-5,11-dihydro-8-(2-hydroxyethyl)-4-methyl-6H-dipyrido[3,2-b:2′,3′-e][1,4]diazepin-6-one), OC1=CC=NC2=CC=CC=C12 (4-hydroxyquinoline), C1=CC=C(C=C1)P(C2=CC=CC=C2)C3=CC=CC=C3 (Ph3P). The solvent is C1CCOC1 (THF). Reaction conditions: time 3 hour. The product is C1(CC1)N1C2=C(NC(C3=C1N=CC(=C3)CCOC3=CC=NC1=CC=CC=C31)=O)C(=CC=N2)C (11-Cyclopropyl-5,11-dihydro-4-methyl-8-{2-(4-quinolinyloxy)ethyl}-6H-dipyrido[3,2-b:2′,3′-e][1,4]diazepin-6-one). Isolated yield 29.7%. Reaction SMILES: N(C(OC(C)C)=O)=NC(OC(C)C)=O.[CH:15]1([N:18]2[C:24]3[N:25]=[CH:26][C:27]([CH2:29][CH2:30][OH:31])=[CH:28][C:23]=3[C:22](=[O:32])[NH:21][C:20]3[C:33]([CH3:37])=[CH:34][CH:35]=[N:36][C:19]2=3)[CH2:17][CH2:16]1.O[C:39]1[C:48]2[C:43](=[CH:44][CH:45]=[CH:46][CH:47]=2)[N:42]=[CH:41][CH:40]=1.C1C=CC(P(C2C=CC=CC=2)C2C=CC=CC=2)=CC=1>C1COCC1>[CH:15]1([N:18]2[C:24]3[N:25]=[CH:26][C:27]([CH2:29][CH2:30][O:31][C:39]4[C:48]5[C:43](=[CH:44][CH:45]=[CH:46][CH:47]=5)[N:42]=[CH:41][CH:40]=4)=[CH:28][C:23]=3[C:22](=[O:32])[NH:21][C:20]3[C:33]([CH3:37])=[CH:34][CH:35]=[N:36][C:19]2=3)[CH2:17][CH2:16]1. Reported procedure: Diisopropyl azodicarboxylate (DIAD) (167 μL, 0.85 mmol) was added drop-wise to a solution of 11-(cyclopropyl)-5,11-dihydro-8-(2-hydroxyethyl)-4-methyl-6H-dipyrido[3,2-b:2′,3′-e][1,4]diazepin-6-one (175 mg, 0.57 mmol), 4-hydroxyquinoline (123 mg, 0.85 mmol) and Ph3P (223 mg, 0.85 mmol) in THF (2.8 mL) at room temperature. The mixture was stirred at room temperature for 3 h then was concentrated under reduced pressure. The residue was dissolved in EtOAc (60 mL) and the solution was successively wa... Reactants: C1(=CC=CC=C1)NC=1C(=CC=CC1)N (N-phenylbenzene-1,2-diamine), C(C)(=O)O.C(=N)N (formamidine acetate). Solvent: COCCO (2-methoxyethanol). Product: C1(=CC=CC=C1)N1C=NC2=C1C=CC=C2 (1-Phenyl-1H-benzimidazole). Reaction SMILES: [C:1]1([NH:7][C:8]2[C:9]([NH2:14])=[CH:10][CH:11]=[CH:12][CH:13]=2)[CH:6]=[CH:5][CH:4]=[CH:3][CH:2]=1.[C:15](O)(=O)C.C(N)=N>COCCO>[C:1]1([N:7]2[C:8]3[CH:13]=[CH:12][CH:11]=[CH:10][C:9]=3[N:14]=[CH:15]2)[CH:2]=[CH:3][CH:4]=[CH:5][CH:6]=1 |f:1.2|. Procedure details: To a flask were added crude N-phenylbenzene-1,2-diamine, 9.7 g formamidine acetate and 175 ml 2-methoxyethanol and the mixture was heated to reflux under nitrogen for 30 minutes. After cooling to 22 C, the solvent was removed and the mixture was dissolved in ethyl acetate and washed with water. Following removal of the solvent, the product was purified by silica gel chromatography using 50% ethyl acetate in hexane giving a tan oil. Reactants: BrC=1C=CC(=NC1)NC(OC(C)(C)C)=O (tert-Butyl 5-bromopyridin-2-ylcarbamate), CO (MeOH), C1(=CC=CC=C1)B(O)O (phenylboronic acid), C(=O)([O-])[O-].[K+].[K+] (K2CO3). The solvent is C1CCOC1 (THF), O (water). Conditions: temperature 70 celsius, time 1 hour. Product: C1(=CC=CC=C1)C=1C=CC(=NC1)NC(OC(C)(C)C)=O (tert-Butyl 5-phenylpyridin-2-ylcarbamate). Isolated yield 71.3%. Reaction SMILES: Br[C:2]1[CH:3]=[CH:4][C:5]([NH:8][C:9](=[O:15])[O:10][C:11]([CH3:14])([CH3:13])[CH3:12])=[N:6][CH:7]=1.CO.[C:18]1(B(O)O)[CH:23]=[CH:22][CH:21]=[CH:20][CH:19]=1.C([O-])([O-])=O.[K+].[K+]>C1COCC1.O>[C:18]1([C:2]2[CH:3]=[CH:4][C:5]([NH:8][C:9](=[O:15])[O:10][C:11]([CH3:14])([CH3:13])[CH3:12])=[N:6][CH:7]=2)[CH:23]=[CH:22][CH:21]=[CH:20][CH:19]=1 |f:3.4.5|. Reported procedure: To a solution of 1B (7.65 g, 28 mmol) in THF (50 mL)-MeOH (50 mL) at RT was added phenylboronic acid (6.83 g, 56 mmol), PXPd (500 mg, 0.93 mmol), followed by K2CO3 (15.5 g, 112 mmol). The reaction mixture was stirred at 70° C. in a preheated oil bath for 1 h. After this time, the reaction mixture was cooled to RT. The reaction mixture was poured into water (100 mL), and the resultant mixture was extracted with EtOAc (3×100 mL). The combined organic layers were washed with saturated NaCl. The org...